This data is from the Open Reaction Database (ORD), a public repository of structured organic reaction records. The task is: describe an organic reaction: reactants, conditions, products, and yield Reactants: CC=1N(C=CN1)C1=CC=C(C=C1)O (4-(2-Methyl-1H-imidazol-1-yl)phenol), C(Cl)Cl (methylene chloride), ClCCO (2-chloroethanol), C([O-])([O-])=O.[K+].[K+] (potassium carbonate). The solvent is C(C)C(=O)C (methyl ethyl ketone). Yields the product CC=1N(C=CN1)C1=CC=C(OCCO)C=C1 (2-[4-(2-Methyl-1H-imidazol-1-yl)phenoxy]ethanol). As a reaction SMILES: [CH3:1][C:2]1[N:3]([C:7]2[CH:12]=[CH:11][C:10]([OH:13])=[CH:9][CH:8]=2)[CH:4]=[CH:5][N:6]=1.Cl[CH2:15][CH2:16][OH:17].C(=O)([O-])[O-].[K+].[K+].C(Cl)Cl>C(C(C)=O)C>[CH3:1][C:2]1[N:3]([C:7]2[CH:12]=[CH:11][C:10]([O:13][CH2:15][CH2:16][OH:17])=[CH:9][CH:8]=2)[CH:4]=[CH:5][N:6]=1 |f:2.3.4|. Procedure: 4-(2-Methyl-1H-imidazol-1-yl)phenol (10.0g, 0.057 mole), 2-chloroethanol (13.88 g, 0.172 mole) and potassium carbonate (23.74 g, 0.172 mole) were combined in methyl ethyl ketone (200 ml) and heated at reflux temperature for four days. The solution was cooled and the solid filtered and rinsed with acetone. The filtrate was concentrated to a residue and the residue triturated with hot acetone (2×50 ml). The remaining solid (1.5 g) was dissolved in methylene chloride. Insoluble materials were remov...